Dataset: the Open Reaction Database (ORD), a public repository of structured organic reaction records. Task: describe an organic reaction: reactants, conditions, products, and yield Starting materials: OC1=C(C(=O)Cl)C=CC(=C1)OC (2-hydroxy-4-methoxybenzoyl chloride), CNCC#N ((methylamino)acetonitrile), N1=C(C=CC=C1C)C (2,6-lutidine). The solvent is C(Cl)Cl (CH2Cl2). Reaction conditions: time 8 hour. Product: C(#N)CN(C(C1=C(C=C(C=C1)OC)O)=O)C (N-(cyanomethyl)-2-hydroxy-4-methoxy-N-methylbenzamide). As a reaction SMILES: [OH:1][C:2]1[CH:10]=[C:9]([O:11][CH3:12])[CH:8]=[CH:7][C:3]=1[C:4](Cl)=[O:5].[CH3:13][NH:14][CH2:15][C:16]#[N:17].N1C(C)=CC=CC=1C>C(Cl)Cl>[C:16]([CH2:15][N:14]([CH3:13])[C:4](=[O:5])[C:3]1[CH:7]=[CH:8][C:9]([O:11][CH3:12])=[CH:10][C:2]=1[OH:1])#[N:17]. Procedure: To a solution of 2-hydroxy-4-methoxybenzoyl chloride (22.19 g, 118.9 mmol) in 500 CH2Cl2 were added (methylamino)acetonitrile (10 g, 142.7 mmol) and 2,6-lutidine (19.1 g, 178.4 mmol). The reaction was stirred at rt overnight. The reaction mixture was then partitioned between EtOAc and 1(N) aq HCl. Organic layer washed with 1(N) aq HCl (2×), dried over Na2SO4 and concentrated to light yellow viscous material (24.63 g, 94%). This material was used in the next step without further purification. Reported procedure: A mixture of 0.02 mole of 3-chloro-3-(3-pyridinyl)-2-propenal and 0.02 mole of (3-amino-1H-pyrazol-4-yl)-2-furanyl-methanone in 30 ml of glacial acetic acid was refluxed for 5 hours. The solvent was removed in vacuo and the residue partitioned between saturated aqueous sodium bicarbonate and dichloromethane. The dichloromethane layer was dried over sodium sulfate and passed through a short pad of hydrous magnesium silicate. The eluent was concentrated and the residue crystallized from dichlorome... Yields the product O1C(=CC=C1)C(=O)C=1C=NN2C1N=CC=C2C=2C=NC=CC2 (2-Furanyl[7-(3-pyridinyl)pyrazolo[1,5-a]pyrimidin-3-yl]methanone). RXN SMILES: Cl[C:2]([C:6]1[CH:7]=[N:8][CH:9]=[CH:10][CH:11]=1)=[CH:3][CH:4]=O.[NH2:12][C:13]1[C:17]([C:18]([C:20]2[O:21][CH:22]=[CH:23][CH:24]=2)=[O:19])=[CH:16][NH:15][N:14]=1>C(O)(=O)C>[O:21]1[CH:22]=[CH:23][CH:24]=[C:20]1[C:18]([C:17]1[CH:16]=[N:15][N:14]2[C:2]([C:6]3[CH:7]=[N:8][CH:9]=[CH:10][CH:11]=3)=[CH:3][CH:4]=[N:12][C:13]=12)=[O:19]. Solvent: C(C)(=O)O (acetic acid). Starting materials: ClC(=CC=O)C=1C=NC=CC1 (3-chloro-3-(3-pyridinyl)-2-propenal), NC1=NNC=C1C(=O)C=1OC=CC1 ((3-amino-1H-pyrazol-4-yl)-2-furanyl-methanone). Starting materials: C(C)(C)(C)NCC(COC1=C(C=CC(=C1)OC)C1=CC=C(N=N1)Cl)O (6-[2-(3-t-butylamino-2-hydroxypropoxy)-4-methoxyphenyl]-3-chloropyridazine), O.NN (hydrazine hydrate). Yields the product Cl.Cl.C(C)(C)(C)NCC(COC1=C(C=CC(=C1)OC)C=1N=NC(=CC1)NN)O (3-[2-(3-t-butylamino-2-hydroxypropoxy)-4-methoxyphenyl]-6-hydrazinopyridazine dihydrochloride). Procedure: A stirred mixture of hydrazine hydrate (30 ml) and 6-[2-(3-t-butylamino-2-hydroxypropoxy)-4-methoxyphenyl]-3-chloropyridazine (2.9 g) was heated under reflux for 5 hours, and was cooled to 0°. The oil which separated out was dissolved in chloroform and this solution was washed with water, and with dilute hydrochloric acid, and evaporated to give 3-[2-(3-t-butylamino-2-hydroxypropoxy)-4-methoxyphenyl]-6-hydrazinopyridazine dihydrochloride, m.p. 240°-245° (methanol) As a reaction SMILES: [C:1]([NH:5][CH2:6][CH:7]([OH:25])[CH2:8][O:9][C:10]1[CH:15]=[C:14]([O:16][CH3:17])[CH:13]=[CH:12][C:11]=1[C:18]1[N:23]=[N:22][C:21]([Cl:24])=[CH:20][CH:19]=1)([CH3:4])([CH3:3])[CH3:2].O.[NH2:27][NH2:28]>>[ClH:24].[ClH:24].[C:1]([NH:5][CH2:6][CH:7]([OH:25])[CH2:8][O:9][C:10]1[CH:15]=[C:14]([O:16][CH3:17])[CH:13]=[CH:12][C:11]=1[C:18]1[N:23]=[N:22][C:21]([NH:27][NH2:28])=[CH:20][CH:19]=1)([CH3:4])([CH3:3])[CH3:2] |f:1.2,3.4.5|. Reactants: COC1=C2C=C(NC2=CC=C1)C(=O)OC (methyl 4-methoxy-1H-indol-2-carboxylate), [H-].[Na+] (NaH), CI (MeI). Solvent: CN(C)C=O (DMF), CCCCCC (hexane). Run at temperature 0 celsius, time 10 minute. Yields the product COC1=C2C=C(N(C2=CC=C1)C)C(=O)OC (Methyl 4-methoxy-1-methyl-1H-indol-2-carboxylate). Yield: 96.5%. As a reaction SMILES: [H-].[Na+].[CH3:3][O:4][C:5]1[CH:13]=[CH:12][CH:11]=[C:10]2[C:6]=1[CH:7]=[C:8]([C:14]([O:16][CH3:17])=[O:15])[NH:9]2.[CH3:18]I>CCCCCC.CN(C=O)C>[CH3:3][O:4][C:5]1[CH:13]=[CH:12][CH:11]=[C:10]2[C:6]=1[CH:7]=[C:8]([C:14]([O:16][CH3:17])=[O:15])[N:9]2[CH3:18] |f:0.1|. Procedure details: NaH (60% dispersion in mineral oil, 03 g, 7.3 mmole) was washed with hexane then suspended in anhydrous DMF (16 mL). The mixture was cooled to 0° C. and methyl 4-methoxy-1H-indol-2-carboxylate (1.0 g, 4.87 mmole) was added. The mixture was stirred under argon for 10 min, then MeI (1.3 mL, 20 mmole) was added, and the thick slurry was stirred at RT for 2.5 hr. The reaction was quenched with 10% NH4Cl (2 mL) and concentrated. The residue was partitioned between H2O and Et2O, and the organic layer ... Reactants: C1(CCCC1)C(CCC#C)=O (1-cyclopentyl-pent-4-yn-1-one), 2,4-iodo-2,5-dimethyl-phenol, C(C)(C)NC(C)C (diisopropylamine). Reagents/catalysts: Cl[Pd]([P](C1=CC=CC=C1)(C2=CC=CC=C2)C3=CC=CC=C3)([P](C4=CC=CC=C4)(C5=CC=CC=C5)C6=CC=CC=C6)Cl (trans-dichlorobis(triphenylphosphine)palladium), [Cu]I (copper (I) iodide). Solvent: CCOC(=O)C (EtOAc), CN(C)C=O (DMF). Product: C1(CCCC1)C(CCC#CC1=C(C=C(C(=C1)C)O)C)=O (1-Cyclopentyl-5-(4-hydroxy-2,5-dimethyl-phenyl)-pent-4-yn-1-one). Yield: 19.0%. As a reaction SMILES: [CH:1]1([C:6](=[O:11])[CH2:7][CH2:8][C:9]#[CH:10])[CH2:5][CH2:4][CH2:3][CH2:2]1.C(N[CH:16]([CH3:18])[CH3:17])(C)C>CN(C=O)C.CCOC(C)=O.[Cu]I.Cl[Pd](Cl)([P](C1C=CC=CC=1)(C1C=CC=CC=1)C1C=CC=CC=1)[P](C1C=CC=CC=1)(C1C=CC=CC=1)C1C=CC=CC=1>[CH:1]1([C:6](=[O:11])[CH2:7][CH2:8][C:9]#[C:10][C:3]2[CH:2]=[C:1]([CH3:5])[C:6]([OH:11])=[CH:18][C:16]=2[CH3:17])[CH2:5][CH2:4][CH2:3][CH2:2]1 |^1:34,53|. Procedure: A solution of 1-cyclopentyl-pent-4-yn-1-one (0.33 g, 2.2 mmol) from example F(7), Step 2,4-iodo-2,5-dimethyl-phenol (0.54 g, 2.2 mmol), copper (I) iodide (33 mg, 0.18 mmol), trans-dichlorobis(triphenylphosphine)palladium (II) (63 mg, 0.09 mmol), and diisopropylamine (2.2 mL) in DMF (2.2 mL) was heated to 100° C. for 30 minutes. The reaction was cooled to room temperature and diluted with 10 mL of EtOAc. The resulting slurry was filtered, and the mother liquor was concentrated to a black oil. The...